This data is from the Open Reaction Database (ORD), a public repository of structured organic reaction records. The task is: describe an organic reaction: reactants, conditions, products, and yield Starting materials: C(C)(C)N(CC)C(C)C (diisopropylethylamine), N1[C@@H](C[C@@H]2CCCC[C@H]12)C(=O)OCC1=CC=CC=C1 (benzyl (2S,3aS,7aS)-octahydro-1H-indole-2-carboxylate), C1(=CC=C(C=C1)S(=O)(=O)O[C@@H](C(=O)Cl)C)C ((1R)-2-chloro-1-methyl-2-oxoethyl p-toluenesulphonate). The solvent is ClCCl (dichloromethane). Conditions: time 1 hour. Product: C1(=CC=C(C=C1)S(=O)(=O)O[C@@H](C(=O)N1[C@@H](C[C@@H]2CCCC[C@H]12)C(=O)OCC1=CC=CC=C1)C)C (benzyl (2S,3aS,7aS)-1-[(2R)-2-{p-toluenesulphonyloxy}propionyl]octahydro-1H-indole-2-carboxylate). Reaction SMILES: [NH:1]1[C@@H:9]2[C@@H:4]([CH2:5][CH2:6][CH2:7][CH2:8]2)[CH2:3][C@H:2]1[C:10]([O:12][CH2:13][C:14]1[CH:19]=[CH:18][CH:17]=[CH:16][CH:15]=1)=[O:11].C(N(C(C)C)CC)(C)C.[C:29]1([CH3:44])[CH:34]=[CH:33][C:32]([S:35]([O:38][C@H:39]([CH3:43])[C:40](Cl)=[O:41])(=[O:37])=[O:36])=[CH:31][CH:30]=1>ClCCl>[C:29]1([CH3:44])[CH:30]=[CH:31][C:32]([S:35]([O:38][C@H:39]([CH3:43])[C:40]([N:1]2[C@@H:9]3[C@@H:4]([CH2:5][CH2:6][CH2:7][CH2:8]3)[CH2:3][C@H:2]2[C:10]([O:12][CH2:13][C:14]2[CH:19]=[CH:18][CH:17]=[CH:16][CH:15]=2)=[O:11])=[O:41])(=[O:36])=[O:37])=[CH:33][CH:34]=1. Reported procedure: Introduce into a reactor 200 g of benzyl (2S,3aS,7aS)-octahydro-1H-indole-2-carboxylate and 1.5 liters of dichloromethane, and then bring the temperature of the reaction mixture to 0° C. and add 201 ml of diisopropylethylamine, followed by 202 g of (1R)-2-chloro-1-methyl-2-oxoethyl p-toluenesulphonate. Subsequently, bring the mixture to ambient temperature. After stirring for 1 hour at that temperature, wash the mixture with water. The solution of benzyl (2S,3aS,7aS)-1-[(2R)-2-{p-toluenesulphony... Reactants: Br, O=C([O-])[O-], COC(=O)c1nccnc1CBr, CC#N, N=C(N)SCc1c(F)ccc(Cl)c1Cl, Cl, [K+], [K+]. The product is COC(=O)c1nccnc1CSCc1c(F)ccc(Cl)c1Cl. Reaction SMILES: [BrH:13].[C:28](=[O:29])([O-:30])[O-:31].[CH3:1][O:2][C:3](=[O:4])[c:5]1[n:6][cH:7][cH:8][n:9][c:10]1[CH2:11][Br:12].[CH3:35][C:36]#[N:37].[Cl:14][c:15]1[c:16]([CH2:17][S:18][C:19](=[NH:20])[NH2:21])[c:22]([F:27])[cH:23][cH:24][c:25]1[Cl:26].[ClH:34].[K+:32].[K+:33]>>[CH3:1][O:2][C:3](=[O:4])[c:5]1[n:6][cH:7][cH:8][n:9][c:10]1[CH2:11][S:18][CH2:17][c:16]1[c:15]([Cl:14])[c:25]([Cl:26])[cH:24][cH:23][c:22]1[F:27]. The reactants are OO (H2O2), C(C1=CC=CC=C1)(C1=CC=CC=C1)CC(=S)O (benzhydrylthioacetic acid), CO (methanol), OS(=O)(=O)O (H2SO4), C(C)(C)O (isopropyl alcohol). Run in O (water). Run at time 7 hour. Product: C(C1=CC=CC=C1)(C1=CC=CC=C1)S(=O)CC(=O)O (benzhydrylsulfinylacetic acid). RXN SMILES: [CH:1](CC(O)=S)([C:8]1[CH:13]=[CH:12][CH:11]=[CH:10][CH:9]=1)[C:2]1[CH:7]=[CH:6][CH:5]=[CH:4][CH:3]=1.C[OH:19].O[S:21]([OH:24])(=O)=O.OO.[CH:27]([OH:30])([CH3:29])C>O>[CH:1]([S:21]([CH2:29][C:27]([OH:30])=[O:19])=[O:24])([C:2]1[CH:3]=[CH:4][CH:5]=[CH:6][CH:7]=1)[C:8]1[CH:9]=[CH:10][CH:11]=[CH:12][CH:13]=1. Procedure: A 50 L three-necked round bottom flask equipped with a mechanical stirrer, a 2 L dropping funnel, a nitrogen inlet and an internal temperature probe was charged with benzhydrylthioacetic acid (3.5 kg, 13.54 mol), methanol (14 L) and H2SO4 (72 g) solution in isopropyl alcohol (6.5 L). To this mixture was added 30% H2O2 solution in water (3.75 L) drop wise over 80 minutes maintaining the temperature below 30 degrees C. Reaction mixture was further stirred for 7 hours, which resulted in formation o... Starting materials: NC1=CC=CC=C1 (aniline), ( a ), OCCS(=O)(=O)C1=C(C=CC(=C1)[N+](=O)[O-])Cl (2-(β-hydroxyethylsulfonyl)-4-nitrochlorobenzene), 76.5, C(O)CN (ethanolamine). Solvent: CO (methanol). Run at time 6 hour. Product: OCCS(=O)(=O)C=1C=C(N)C=CC1NCCO (3-(β-hydroxyethylsulfonyl)-4-(β-hydroxyethylamino)aniline). As a reaction SMILES: NC1C=CC=CC=1.[OH:8][CH2:9][CH2:10][S:11]([C:14]1[CH:19]=[C:18]([N+:20]([O-])=O)[CH:17]=[CH:16][C:15]=1Cl)(=[O:13])=[O:12].[CH2:24]([CH2:26][NH2:27])[OH:25]>CO>[OH:8][CH2:9][CH2:10][S:11]([C:14]1[CH:19]=[C:18]([CH:17]=[CH:16][C:15]=1[NH:27][CH2:26][CH2:24][OH:25])[NH2:20])(=[O:13])=[O:12]. Reported procedure: The aniline compound employed under (a) with the β-sulfatoethylsulfonyl group can be prepared, for example, as follows: 132.8 parts of 2-(β-hydroxyethylsulfonyl)-4-nitrochlorobenzene are added slowly to a solution of 76.5 parts of ethanolamine in 500 parts by volume of methanol at a temperature of 65° C., and the reaction batch is stirred for a further 6 hours at this temperature. 400 parts by volume of methanol are subsequently distilled off from the reaction batch while simultaneously and cont... Reactants: N#N (N2), ClC=1C(=NC=C(C1)B1OC(C(O1)(C)C)(C)C)C1CC1 (3-chloro-2-cyclopropyl-5-(4,4,5,5-tetramethyl-1,3,2-dioxaborolan-2-yl)pyridine), BrCC1=CC(=C(C(=O)NS(=O)(=O)C)C=C1Cl)F (4-(bromomethyl)-5-chloro-2-fluoro-N-(methylsulfonyl)benzamide), C([O-])([O-])=O.[K+].[K+] (potassium carbonate). The reagents and catalysts are C=1C=CC(=CC1)[P](C=2C=CC=CC2)(C=3C=CC=CC3)[Pd]([P](C=4C=CC=CC4)(C=5C=CC=CC5)C=6C=CC=CC6)([P](C=7C=CC=CC7)(C=8C=CC=CC8)C=9C=CC=CC9)[P](C=1C=CC=CC1)(C=1C=CC=CC1)C=1C=CC=CC1 (tetrakistriphenylphosphinepalladium). The solvent is O (water), O1CCCC1 (tetrahydrofuran). Conditions: temperature 65 celsius. Product: ClC=1C(=CC(=C(C(=O)NS(=O)(=O)C)C1)F)CC=1C=NC(=C(C1)Cl)C1CC1 (5-chloro-4-((5-chloro-6-cyclopropylpyridin-3-yl)methyl)-2-fluoro-N-(methylsulfonyl)benzamide). Reaction SMILES: [Cl:1][C:2]1[C:3]([CH:17]2[CH2:19][CH2:18]2)=[N:4][CH:5]=[C:6](B2OC(C)(C)C(C)(C)O2)[CH:7]=1.Br[CH2:21][C:22]1[C:34]([Cl:35])=[CH:33][C:25]([C:26]([NH:28][S:29]([CH3:32])(=[O:31])=[O:30])=[O:27])=[C:24]([F:36])[CH:23]=1.C(=O)([O-])[O-].[K+].[K+].N#N>C1C=CC([P]([Pd]([P](C2C=CC=CC=2)(C2C=CC=CC=2)C2C=CC=CC=2)([P](C2C=CC=CC=2)(C2C=CC=CC=2)C2C=CC=CC=2)[P](C2C=CC=CC=2)(C2C=CC=CC=2)C2C=CC=CC=2)(C2C=CC=CC=2)C2C=CC=CC=2)=CC=1.O.O1CCCC1>[Cl:35][C:34]1[C:22]([CH2:21][C:6]2[CH:5]=[N:4][C:3]([CH:17]3[CH2:18][CH2:19]3)=[C:2]([Cl:1])[CH:7]=2)=[CH:23][C:24]([F:36])=[C:25]([CH:33]=1)[C:26]([NH:28][S:29]([CH3:32])(=[O:31])=[O:30])=[O:27] |f:2.3.4,^1:48,50,69,88|. Reported procedure: To a solution of tetrahydrofuran (10 mL) and water (2 mL) was added 3-chloro-2-cyclopropyl-5-(4,4,5,5-tetramethyl-1,3,2-dioxaborolan-2-yl)pyridine (Preparation 221, 32 mg, 0.11 mmol), 4-(bromomethyl)-5-chloro-2-fluoro-N-(methylsulfonyl)benzamide (Preparation 243, 43 mg, 0.13 mmol) and potassium carbonate (46 mg, 0.35 mmol). The flask was degassed with N2 (×5), and tetrakistriphenylphosphinepalladium (13.2 mg, 0.01 mmol) was added. The flask was degassed with N2 (×5), and heated to 65° C. for 18 ...